This data is from the Open Reaction Database (ORD), a public repository of structured organic reaction records. The task is: describe an organic reaction: reactants, conditions, products, and yield Starting materials: BrC=1C=C2C=CNC2=C(C1)C(=O)N (5-bromo-1H-indole-7-carboxamide), S(N)(O)(=O)=O (sulfamic acid), BrC=1C=C2C=CNC2=C(C1)C(=O)N (5-bromo-1H-indole-7-carboxamide), CC(C)N1CC2=CC=C(C=C2C1)B(O)O ([2-(1-Methylethyl)-2,3-dihydro-1H-isoindol-5-yl]boronic acid), O=C1CCN(CC1)C(=O)OC(C)(C)C (1,1-dimethylethyl 4-oxo-1-piperidinecarboxylate), Cl (hydrochloric acid). Run in C(C)(=O)O (Acetic acid), C(C)(=O)O (acetic acid). Conditions: temperature 72 celsius, time 30 minute. Product: Cl.BrC=1C=C2C(=CNC2=C(C1)C(=O)N)C=1CCNCC1 (5-bromo-3-(1,2,3,6-tetrahydro-4-pyridinyl)-1H-indole-7-carboxamide hydrochloride). As a reaction SMILES: [Br:1][C:2]1[CH:3]=[C:4]2[C:8](=[C:9]([C:11]([NH2:13])=[O:12])[CH:10]=1)[NH:7][CH:6]=[CH:5]2.CC([N:17]1[CH2:25][C:24]2[C:19](=[CH:20][CH:21]=C(B(O)O)C=2)C1)C.O=C1CCN(C(OC(C)(C)C)=O)CC1.S(=O)(=O)(O)N.[ClH:48]>C(O)(=O)C>[ClH:48].[Br:1][C:2]1[CH:3]=[C:4]2[C:8](=[C:9]([C:11]([NH2:13])=[O:12])[CH:10]=1)[NH:7][CH:6]=[C:5]2[C:19]1[CH2:24][CH2:25][NH:17][CH2:21][CH:20]=1 |f:6.7|. Reported procedure: 5-bromo-1H-indole-7-carboxamide (which may be prepared according to Intermediate 7, WO2005067923) (1 wt), 1,1-dimethylethyl 4-oxo-1-piperidinecarboxylate (1.20 wt, 1.5 eq) and sulfamic acid (0.5 eq, 0.2031 wt) were all charged sequentially to an empty reactor. Acetic acid (5 vols) was added and the mixture was heated to 70-74° C. Held thus with stirring under nitrogen for 15-25 hrs until the level of 5-bromo-1H-indole-7-carboxamide by HPLC is <5% a/a uncorrected. A mixture of hydrochloric acid (... Starting materials: CCCCO, COCCN, Cc1cc(-c2ccccc2)nnc1Cl, O. Yields the product COCCNc1nnc(-c2ccccc2)cc1C. Reaction SMILES: [CH2:21]([OH:22])[CH2:23][CH2:24][CH3:25].[CH3:15][O:16][CH2:17][CH2:18][NH2:19].[Cl:1][c:2]1[n:3][n:4][c:5](-[c:9]2[cH:10][cH:11][cH:12][cH:13][cH:14]2)[cH:6][c:7]1[CH3:8].[OH2:20]>>[c:2]1([NH:19][CH2:18][CH2:17][O:16][CH3:15])[n:3][n:4][c:5](-[c:9]2[cH:10][cH:11][cH:12][cH:13][cH:14]2)[cH:6][c:7]1[CH3:8]. Starting materials: C(C)(C)(C)OC(=O)N1[C@@H](C[C@H](C1)O[Si](C)(C)C(C)(C)C)COCC(N)=O ((2S,4R)-1-t-butoxycarbonyl-4-t-butyldimethylsilyloxy-2-(carbamoylmethyloxymethyl)pyrrolidine). Run in FC(C(=O)O)(F)F (trifluoroacetic acid), C1(=CC=CC=C1)OC (anisole). Reaction conditions: time 1 hour. Product: C(N)(=O)COC[C@H]1NC[C@@H](C1)O ((2S,4R)-2-(carbamoylmethyloxymethyl)-4hydroxypyrrolidine). RXN SMILES: C(OC([N:8]1[CH2:12][C@H:11]([O:13][Si](C(C)(C)C)(C)C)[CH2:10][C@H:9]1[CH2:21][O:22][CH2:23][C:24](=[O:26])[NH2:25])=O)(C)(C)C>FC(F)(F)C(O)=O.C1(OC)C=CC=CC=1>[C:24]([CH2:23][O:22][CH2:21][C@@H:9]1[CH2:10][C@@H:11]([OH:13])[CH2:12][NH:8]1)(=[O:26])[NH2:25]. Reported procedure: A solution of (2S,4R)-1-t-butoxycarbonyl-4-t-butyldimethylsilyloxy-2-(carbamoylmethyloxymethyl)pyrrolidine (0.60 g) in a mixture of trifluoroacetic acid (3 ml) and anisole (0.6 ml) was stirred at ambient temperature for 1 hour. The mixture was concentrated under reduced pressure to give (2S,4R)-2-(carbamoylmethyloxymethyl)-4hydroxypyrrolidine. To a solution of the compound obtained above in a mixture of water (20 ml) and tetrahydrofuran (20 ml) was dropwise added a solution of 4-nitrobenzyloxyca... Starting materials: BrC=1C=NC(=NC1)OCCOC1=NN(C(=C1C1=CC=C(C=C1)C)NS(=O)(=O)C1=CC=C(C=C1)C(C)(C)C)C (N-[3-{2-[(5-bromo-2-pyrimidinyl)oxy]ethoxy}-1-methyl-4-(4-methylphenyl)-1H-pyrazol-5-yl]-4-(tert-butyl)benzenesulfonamide), C(CCC)[Sn](C=1OC=CC1)(CCCC)CCCC (2-(tributylstannyl)furan). The reagents and catalysts are C1=CC=C(C=C1)P(C2=CC=CC=C2)C3=CC=CC=C3.C1=CC=C(C=C1)P(C2=CC=CC=C2)C3=CC=CC=C3.Cl[Pd]Cl (bis(triphenylphosphine)palladium (II) chloride). Run in C(C)(=O)OCC (ethyl acetate), C(C)#N (acetonitrile), O1CCOCC1 (1,4-dioxane). Product: C(C)(C)(C)C1=CC=C(C=C1)S(=O)(=O)NC1=C(C(=NN1C)OCCOC1=NC=C(C=N1)C=1OC=CC1)C1=CC=C(C=C1)C (4-(tert-butyl)-N-[3-(2-{[5-(2-furyl)-2-pyrimidinyl]oxy}ethoxy)-1-methyl-4-(4-methylphenyl)-1H-pyrazol-5-yl]benzenesulfonamide). Isolated yield 86.7%. RXN SMILES: Br[C:2]1[CH:3]=[N:4][C:5]([O:8][CH2:9][CH2:10][O:11][C:12]2[C:16]([C:17]3[CH:22]=[CH:21][C:20]([CH3:23])=[CH:19][CH:18]=3)=[C:15]([NH:24][S:25]([C:28]3[CH:33]=[CH:32][C:31]([C:34]([CH3:37])([CH3:36])[CH3:35])=[CH:30][CH:29]=3)(=[O:27])=[O:26])[N:14]([CH3:38])[N:13]=2)=[N:6][CH:7]=1.C([Sn](CCCC)(CCCC)[C:44]1[O:45][CH:46]=[CH:47][CH:48]=1)CCC>O1CCOCC1.C(OCC)(=O)C.C(#N)C.C1C=CC(P(C2C=CC=CC=2)C2C=CC=CC=2)=CC=1.C1C=CC(P(C2C=CC=CC=2)C2C=CC=CC=2)=CC=1.Cl[Pd]Cl>[C:34]([C:31]1[CH:32]=[CH:33][C:28]([S:25]([NH:24][C:15]2[N:14]([CH3:38])[N:13]=[C:12]([O:11][CH2:10][CH2:9][O:8][C:5]3[N:4]=[CH:3][C:2]([C:44]4[O:45][CH:46]=[CH:47][CH:48]=4)=[CH:7][N:6]=3)[C:16]=2[C:17]2[CH:22]=[CH:21][C:20]([CH3:23])=[CH:19][CH:18]=2)(=[O:27])=[O:26])=[CH:29][CH:30]=1)([CH3:37])([CH3:36])[CH3:35] |f:5.6.7|. Reported procedure: To N-[3-{2-[(5-bromo-2-pyrimidinyl)oxy]ethoxy}-1-methyl-4-(4-methylphenyl)-1H-pyrazol-5-yl]-4-(tert-butyl)benzenesulfonamide (Example 3) (277 mg) in 1,4-dioxane (7.5 ml) at room temperature was added 2-(tributylstannyl)furan (329 mg) and bis(triphenylphosphine)palladium (II) chloride (32 mg) the mixture was stirred and heated to reflux for 16 hrs. The reaction was diluted with ethyl acetate.(100 ml) and washed with a 10% solution of potassium fluoride in water (100 ml), the aqueous portion was t...